From a dataset of the Open Reaction Database (ORD), a public repository of structured organic reaction records. describe an organic reaction: reactants, conditions, products, and yield Reactants: CS(C)=O, N#Cc1ccc(F)cc1, [Li+], [Li+], O=C([O-])[O-], Oc1ccc(N2CCNCC2)cc1. Product: N#Cc1ccc(N2CCN(c3ccc(O)cc3)CC2)cc1. RXN SMILES: [CH3:29][S:30](=[O:31])[CH3:32].[F:20][c:21]1[cH:22][cH:23][c:24]([C:25]#[N:26])[cH:27][cH:28]1.[Li+:14].[Li+:15].[O-:16][C:17](=[O:18])[O-:19].[OH:1][c:2]1[cH:3][cH:4][c:5]([N:8]2[CH2:9][CH2:10][NH:11][CH2:12][CH2:13]2)[cH:6][cH:7]1>>[OH:1][c:2]1[cH:3][cH:4][c:5]([N:8]2[CH2:9][CH2:10][N:11]([c:21]3[cH:22][cH:23][c:24]([C:25]#[N:26])[cH:27][cH:28]3)[CH2:12][CH2:13]2)[cH:6][cH:7]1.